From a dataset of the Open Reaction Database (ORD), a public repository of structured organic reaction records. describe an organic reaction: reactants, conditions, products, and yield The reactants are COC1=C(CN2S(C(CCC2)F)(=O)=O)C=CC(=C1)OC (2-(2,4-Dimethoxybenzyl)-6-fluoro-1,2-thiazinane-1,1-dioxide), FC(C(=O)O)(F)F (Trifluoroacetic acid). The solvent is C(Cl)Cl (methylene chloride). Run at temperature 0 celsius, time 1.5 hour. The product is FC1CCCNS1(=O)=O (6-Fluoro-1,2-thiazinane-1,1-dioxide). Yield: 77.3%. Reaction SMILES: COC1C=C(OC)C=CC=1C[N:6]1[CH2:11][CH2:10][CH2:9][CH:8]([F:12])[S:7]1(=[O:14])=[O:13].FC(F)(F)C(O)=O>C(Cl)Cl>[F:12][CH:8]1[S:7](=[O:14])(=[O:13])[NH:6][CH2:11][CH2:10][CH2:9]1. Reported procedure: 2-(2,4-Dimethoxybenzyl)-6-fluoro-1,2-thiazinane-1,1-dioxide (0.532 g, 1.8 mmol) in methylene chloride (40 mL) was cooled to 0° C. Trifluoroacetic acid (25 mL) was added and the resultant red solution stirred for 1.5 hrs at 0° C., concentrated under reduced pressure. The crude product was purified by silica gel chromatography (20-70% ethyl acetate/hexanes) to give a clear liquid (0.213 g, 79%). 1H NMR (300 MHz, CDCl3) δ 5.35-5.33 (dd, 0.5H, J=5.0, 2.4 Hz), 5.19-5.17 (t, 0.5H, J=3.6 Hz), 4.76 (br ...